Dataset: the Open Reaction Database (ORD), a public repository of structured organic reaction records. Task: describe an organic reaction: reactants, conditions, products, and yield Starting materials: CCCCCCCCCCCCCCCCO, ClCCl, CC(=O)[O-], CCOCC, [Na+], O=[Cr](=O)([O-])Cl, c1cc[nH+]cc1. The product is CCCCCCCCCCCCCCCC=O. As a reaction SMILES: [CH2:1]([CH2:2][CH2:3][CH2:4][CH2:5][CH2:6][CH2:7][CH2:8][CH2:9][CH2:10][CH2:11][CH2:12][CH2:13][CH2:14][CH2:15][CH3:16])[OH:17].[CH2:39]([Cl:40])[Cl:41].[CH3:30][C:31](=[O:32])[O-:33].[CH3:34][CH2:35][O:36][CH2:37][CH3:38].[Na+:29].[O:18]=[Cr:19]([Cl:20])([O-:21])=[O:22].[nH+:23]1[cH:24][cH:25][cH:26][cH:27][cH:28]1>>[CH:1]([CH2:2][CH2:3][CH2:4][CH2:5][CH2:6][CH2:7][CH2:8][CH2:9][CH2:10][CH2:11][CH2:12][CH2:13][CH2:14][CH2:15][CH3:16])=[O:17]. Starting materials: OC1=CC=C(C(=O)C=2SC=CC2)C=C1 (2-(4-hydroxybenzoyl)thiophene), [C-]#N.[K+] (potassium cyanide), C([O-])([O-])=O.[NH4+].[NH4+] (ammonium carbonate), C(=O)N (formamide), stainless steel, Cl (hydrochloric acid). Solvent: O (water), O (water). Yields the product OC1=CC=C(C=C1)C1(C(NC(N1)=O)=O)C=1SC=CC1 (5-(4-hydroxyphenyl)-5-(2-thienyl)hydantoin). RXN SMILES: [OH:1][C:2]1[CH:14]=[CH:13][C:5]([C:6]([C:8]2[S:9][CH:10]=[CH:11][CH:12]=2)=O)=[CH:4][CH:3]=1.[C-]#[N:16].[K+].[C:18](=[O:21])([O-])[O-].[NH4+].[NH4+].[CH:24]([NH2:26])=[O:25].Cl>O>[OH:1][C:2]1[CH:14]=[CH:13][C:5]([C:6]2([C:8]3[S:9][CH:10]=[CH:11][CH:12]=3)[NH:16][C:24](=[O:25])[NH:26][C:18]2=[O:21])=[CH:4][CH:3]=1 |f:1.2,3.4.5|. Procedure details: 2.0 Grams of 2-(4-hydroxybenzoyl)thiophene were heated together with 5.3 g of potassium cyanide, 17.1 g of ammonium carbonate, 20 ml. of formamide and 10 ml. of water in a stainless steel bomb with occasional stirring at 120° C. for 72 hours. The reaction liquid was adjusted to pH 4 with concentrated hydrochloric acid and then mixed with water to form precipitates. The precipitates thus formed were washed with water, filtered and extracted with ethanol while they were hot. The extract was heated...